This data is from the Open Reaction Database (ORD), a public repository of structured organic reaction records. The task is: describe an organic reaction: reactants, conditions, products, and yield Starting materials: C(C)[Mg]Br (ethylmagnesium bromide), BrCC#CCCCCCC (1-bromo-2-nonyne), O1C(CCCC1)OCC#CCC#C (hexa-2,5-diyn-1-ol tetrahydropyranyl ether), cuprous chloride. Solvent: CCOCC (ether), [Cl-].[NH4+] (ammonium chloride), O1CCCC1 (tetrahydrofuran), O1CCCC1 (tetrahydrofuran). Reaction conditions: time 2 hour. Yields the product O1C(CCCC1)OCC#CCC#CCC#CCCCCCC (pentadeca-2,5,8-triyn-1-ol tetrahydropyranyl ether). As a reaction SMILES: [O:1]1[CH2:6][CH2:5][CH2:4][CH2:3][CH:2]1[O:7][CH2:8][C:9]#[C:10][CH2:11][C:12]#[CH:13].C([Mg]Br)C.Br[CH2:19][C:20]#[C:21][CH2:22][CH2:23][CH2:24][CH2:25][CH2:26][CH3:27]>O1CCCC1.CCOCC.[Cl-].[NH4+]>[O:1]1[CH2:6][CH2:5][CH2:4][CH2:3][CH:2]1[O:7][CH2:8][C:9]#[C:10][CH2:11][C:12]#[C:13][CH2:19][C:20]#[C:21][CH2:22][CH2:23][CH2:24][CH2:25][CH2:26][CH3:27] |f:5.6|. Procedure details: To a stirred solution of 10.8 g (60 mmole) of hexa-2,5-diyn-1-ol tetrahydropyranyl ether [D. Van der Steen et al, Recueil 82, 1015 (1963)] in 100 ml of dry tetrahydrofuran there were added dropwise, under argon atmosphere, at 0°-5° C. 16.9 ml (0.60 mmol) of a 3.5N ethylmagnesium bromide solution in ether, maintaining the temperature at 0°-5° C. The mixture was stirred for 2 hours at 10°-15° C. and then 0.1 g of cuprous chloride were added. After 15 minutes a solution of 5.35 g (26 mmole) of 1-br... The reactants are O=C([O-])[O-], CCC(CC)c1cc(C)nn2c(I)c(C)nc12, Cn1cc2ccccc2n1, [Cs+], [Cs+], CN(C)C=O. Product: CCC(CC)c1cc(C)nn2c(-c3c4ccccc4nn3C)c(C)nc12. RXN SMILES: [C:28](=[O:29])([O-:30])[O-:31].[CH2:1]([CH3:2])[CH:3]([CH2:4][CH3:5])[c:6]1[c:7]2[n:8]([n:9][c:10]([CH3:12])[cH:11]1)[c:13]([I:17])[c:14]([CH3:16])[n:15]2.[CH3:18][n:19]1[n:20][c:21]2[cH:22][cH:23][cH:24][cH:25][c:26]2[cH:27]1.[Cs+:32].[Cs+:33].[O:34]=[CH:35][N:36]([CH3:37])[CH3:38]>>[CH2:1]([CH3:2])[CH:3]([CH2:4][CH3:5])[c:6]1[c:7]2[n:8]([n:9][c:10]([CH3:12])[cH:11]1)[c:13](-[c:27]1[n:19]([CH3:18])[n:20][c:21]3[cH:22][cH:23][cH:24][cH:25][c:26]31)[c:14]([CH3:16])[n:15]2. The reactants are C(CCCCCCC)C1CC2=CC=C(C=C2C1)C(=O)O (2-octylindan-5-carboxylic acid), C(CCCCCCCCC)C=1C=NC(=NC1)C1=CC=C(C=C1)O (5-decyl-2-(4-hydroxyphenyl)pyrimidine), C1(CCCCC1)N=C=NC1CCCCC1 (N,N'-dicyclohexylcarbodiimide), N1(CCCC1)C1=CC=NC=C1 (4-pyrrolidinopyridine). Solvent: ClCCl (dichloromethane). Conditions: time 5 hour. Yields the product C(CCCCCCC)C1CC2=CC=C(C=C2C1)C(=O)OC1=CC=C(C=C1)C1=NC=C(C=N1)CCCCCCCCCC (4-(5-decylpyrimidine-2-yl)phenyl 2-octylindan-5-carboxylate). Isolated yield 59.8%. RXN SMILES: [CH2:1]([CH:9]1[CH2:17][C:16]2[C:11](=[CH:12][CH:13]=[C:14]([C:18]([OH:20])=[O:19])[CH:15]=2)[CH2:10]1)[CH2:2][CH2:3][CH2:4][CH2:5][CH2:6][CH2:7][CH3:8].[CH2:21]([C:31]1[CH:32]=[N:33][C:34]([C:37]2[CH:42]=[CH:41][C:40](O)=[CH:39][CH:38]=2)=[N:35][CH:36]=1)[CH2:22][CH2:23][CH2:24][CH2:25][CH2:26][CH2:27][CH2:28][CH2:29][CH3:30].C1(N=C=NC2CCCCC2)CCCCC1.N1(C2C=CN=CC=2)CCCC1>ClCCl>[CH2:1]([CH:9]1[CH2:17][C:16]2[C:11](=[CH:12][CH:13]=[C:14]([C:18]([O:20][C:40]3[CH:39]=[CH:38][C:37]([C:34]4[N:33]=[CH:32][C:31]([CH2:21][CH2:22][CH2:23][CH2:24][CH2:25][CH2:26][CH2:27][CH2:28][CH2:29][CH3:30])=[CH:36][N:35]=4)=[CH:42][CH:41]=3)=[O:19])[CH:15]=2)[CH2:10]1)[CH2:2][CH2:3][CH2:4][CH2:5][CH2:6][CH2:7][CH3:8]. Procedure details: 1.00 g (3.64 mM) of 2-octylindan-5-carboxylic acid and 1.13 g (3.62 mM) of 5-decyl-2-(4-hydroxyphenyl)pyrimidine were dissolved in 30 ml of dichloromethane. To the solution, 0.74 g (3.59 mM) of N,N'-dicyclohexylcarbodiimide (DCC) and 0.05 g of 4-pyrrolidinopyridine were added, followed by stirring for 5 hours. The resultant N,N'-dicyclohexylurea was recovered by filtration, washed with dichloromethane, and added to the filtrate. The resultant dichloromethane solution was subjected to distillatio... The reactants are NC1=CC=C(C=C1)C1=NN(C2=NC(=NC=C21)NCCO)C (2-[3-(4-amino-phenyl)-1-methyl-1H-pyrazolo[3,4-d]pyrimidin-6-ylamino)-ethanol), FC1=C(C=C(C=C1)C(F)(F)F)N=C=O (2-fluoro-5-trifluoromethyl-phenyl isocyanate). Conditions: time 1 hour. The product is FC1=C(C=C(C=C1)C(F)(F)F)NC(NC1=CC=C(C=C1)C1=NN(C2=NC(=NC=C21)NCCOC(NC2=C(C=CC(=C2)C(F)(F)F)F)=O)C)=O ((2-fluoro-5-trifluoromethyl-phenyl)-carbamic acid 2-(3-{4-[3-(2-fluoro-5-trifluoromethyl-phenyl)-ureido]-phenyl}-1-methyl-1H-pyrazolo[3,4-d]pyrimidin-6-ylamino)-ethyl ester). Reaction SMILES: [NH2:1][C:2]1[CH:7]=[CH:6][C:5]([C:8]2[C:16]3[C:11](=[N:12][C:13]([NH:17][CH2:18][CH2:19][OH:20])=[N:14][CH:15]=3)[N:10]([CH3:21])[N:9]=2)=[CH:4][CH:3]=1.[F:22][C:23]1[CH:28]=[CH:27][C:26]([C:29]([F:32])([F:31])[F:30])=[CH:25][C:24]=1[N:33]=[C:34]=[O:35]>>[F:22][C:23]1[CH:28]=[CH:27][C:26]([C:29]([F:32])([F:31])[F:30])=[CH:25][C:24]=1[NH:33][C:34](=[O:35])[NH:1][C:2]1[CH:7]=[CH:6][C:5]([C:8]2[C:16]3[C:11](=[N:12][C:13]([NH:17][CH2:18][CH2:19][O:20][C:34](=[O:35])[NH:33][C:24]4[CH:25]=[C:26]([C:29]([F:31])([F:32])[F:30])[CH:27]=[CH:28][C:23]=4[F:22])=[N:14][CH:15]=3)[N:10]([CH3:21])[N:9]=2)=[CH:4][CH:3]=1. Procedure: To a solution of 2-[3-(4-amino-phenyl)-1-methyl-1H-pyrazolo[3,4-d]pyrimidin-6-ylamino)-ethanol (25.4 mg, 0.1 mmol) in N-methylpyrrolidinine (0.5 mL) was added 2-fluoro-5-trifluoromethyl-phenyl isocyanate (22 mg, 0.11 mmol, 2.1 eq). The reaction mixture was stirred for 1 hour at room temperature while monitored by TLC. The mixture was then evaporated and the crude product was purified by preparative HPLC to give pure (2-fluoro-5-trifluoromethyl-phenyl)-carbamic acid 2-(3-{4-[3-(2-fluoro-5-trifluo...